Dataset: the Open Reaction Database (ORD), a public repository of structured organic reaction records. Task: describe an organic reaction: reactants, conditions, products, and yield Starting materials: ClCCOC1=C(C=CC(=C1)F)[N+](=O)[O-] (2-(2-chloroethoxy)-4-fluoro-1-nitro-benzene), OCCO (2-hydroxyethanol), C([O-])([O-])=O.[Cs+].[Cs+] (cesium carbonate). Solvent: CN(C)C=O (DMF), O (water). Reaction conditions: time 1 hour. Product: ClCCOC=1C=C(OCCO)C=CC1[N+](=O)[O-] (2-[3-(2-Chloroethoxy)-4-nitrophenoxy]ethanol). Yield: 40.0%. RXN SMILES: [Cl:1][CH2:2][CH2:3][O:4][C:5]1[CH:10]=[C:9](F)[CH:8]=[CH:7][C:6]=1[N+:12]([O-:14])=[O:13].[OH:15][CH2:16][CH2:17][OH:18].C(=O)([O-])[O-].[Cs+].[Cs+]>CN(C=O)C.O>[Cl:1][CH2:2][CH2:3][O:4][C:5]1[CH:10]=[C:9]([CH:8]=[CH:7][C:6]=1[N+:12]([O-:14])=[O:13])[O:15][CH2:16][CH2:17][OH:18] |f:2.3.4|. Reported procedure: A mixture of 2-(2-chloroethoxy)-4-fluoro-1-nitro-benzene (91.3 g, 6 mmoles), 2-hydroxyethanol (0.57 g, 7.2 mmoles), and cesium carbonate (2.34 g, 7.2 mmoles) in DMF were stirred together at room temperature for 1 hour, diluted with water and extracted with EtOAc. The extracts were combined, washed sequentially with water and brine, dried over Na2SO4 and concentrated under vacuum to afford the title compound (0.63 g, 2.4 mmoles), identified by HNMR and mass spectral analyses. Reactants: CCOC(=O)NC, Cc1ccccc1, CCC(C)c1ccccc1O, O=P(Cl)(Cl)Cl. Yields the product CCC(C)c1ccccc1OC(=O)NC. Reaction SMILES: [CH3:12][NH:13][C:14]([O:15][CH2:17][CH3:18])=[O:16].[CH3:24][c:25]1[cH:26][cH:27][cH:28][cH:29][cH:30]1.[CH:1]([CH3:2])([CH2:3][CH3:4])[c:5]1[c:6]([OH:11])[cH:7][cH:8][cH:9][cH:10]1.[P:19]([Cl:20])([Cl:21])([Cl:22])=[O:23]>>[CH:1]([CH3:2])([CH2:3][CH3:4])[c:5]1[c:6]([O:11][C:14]([NH:13][CH3:12])=[O:15])[cH:7][cH:8][cH:9][cH:10]1.